The task is: describe an organic reaction: reactants, conditions, products, and yield. This data is from the Open Reaction Database (ORD), a public repository of structured organic reaction records. Reactants: C(C)(=O)NCC=1C=C(C=CC1[N+](=O)[O-])N1CCN(CC1)C(=O)OC(C)(C)C (tert-Butyl 4-(3-(acetamidomethyl)-4-nitrophenyl)-piperazine-1-carboxylate). Reagents/catalysts: [Ni] (Ra—Ni). The solvent is CCO (EtOH). Conditions: time 6 hour. Yields the product C(C)(=O)NCC=1C=C(C=CC1N)N1CCN(CC1)C(=O)OC(C)(C)C (tert-butyl 4-(3-(acetamidomethyl)-4-aminophenyl)piperazine-1-carboxylate). Isolated yield 81.3%. RXN SMILES: [C:1]([NH:4][CH2:5][C:6]1[CH:7]=[C:8]([N:15]2[CH2:20][CH2:19][N:18]([C:21]([O:23][C:24]([CH3:27])([CH3:26])[CH3:25])=[O:22])[CH2:17][CH2:16]2)[CH:9]=[CH:10][C:11]=1[N+:12]([O-])=O)(=[O:3])[CH3:2]>CCO.[Ni]>[C:1]([NH:4][CH2:5][C:6]1[CH:7]=[C:8]([N:15]2[CH2:20][CH2:19][N:18]([C:21]([O:23][C:24]([CH3:27])([CH3:26])[CH3:25])=[O:22])[CH2:17][CH2:16]2)[CH:9]=[CH:10][C:11]=1[NH2:12])(=[O:3])[CH3:2]. Procedure details: To a solution of compound 15 (1.13 g, 3 mmol) in EtOH (30 mL) was added Ra—Ni (0.20 g, 10% wet basis) and the mixture was subjected to hydrogenation in Parr apparatus at 20 psi for 6 hours. After filtering over the pad of celite, the solution was concentrated and purified over silica column, eluting with CH2Cl2:MeOH (95:5) and then changing to (92:8) afforded compound 16 as a light yellow thick oil (0.85 g, 82%). IR (KBr) νmax. cm−1: 3441, 3421 (NH), 3042 (Ar—H), 2960 (Alph-H), 1699, 1696 (C═O),...